Dataset: the Open Reaction Database (ORD), a public repository of structured organic reaction records. Task: describe an organic reaction: reactants, conditions, products, and yield Reactants: CCCC(C(=O)OC(C)(C)C)C(CC=Cc1ccc(-c2ccccc2)c(C)c1)C(=O)NC(C(=O)NC(C)c1ccccc1)C(C)(C)C, CCO. The product is CCCC(C(=O)OC(C)(C)C)C(CCCc1ccc(-c2ccccc2)c(C)c1)C(=O)NC(C(=O)NC(C)c1ccccc1)C(C)(C)C. As a reaction SMILES: [CH3:1][C:2]([CH:3]([C:4](=[O:5])[NH:6][CH:7]([CH3:8])[c:9]1[cH:10][cH:11][cH:12][cH:13][cH:14]1)[NH:15][C:16](=[O:17])[CH:18]([CH:19]([C:20](=[O:21])[O:22][C:23]([CH3:24])([CH3:25])[CH3:26])[CH2:27][CH2:28][CH3:29])[CH2:30][CH:31]=[CH:32][c:33]1[cH:34][c:35]([CH3:45])[c:36](-[c:39]2[cH:40][cH:41][cH:42][cH:43][cH:44]2)[cH:37][cH:38]1)([CH3:46])[CH3:47].[CH3:48][CH2:49][OH:50]>>[CH3:1][C:2]([CH:3]([C:4](=[O:5])[NH:6][CH:7]([CH3:8])[c:9]1[cH:10][cH:11][cH:12][cH:13][cH:14]1)[NH:15][C:16](=[O:17])[CH:18]([CH:19]([C:20](=[O:21])[O:22][C:23]([CH3:24])([CH3:25])[CH3:26])[CH2:27][CH2:28][CH3:29])[CH2:30][CH2:31][CH2:32][c:33]1[cH:34][c:35]([CH3:45])[c:36](-[c:39]2[cH:40][cH:41][cH:42][cH:43][cH:44]2)[cH:37][cH:38]1)([CH3:46])[CH3:47].